Task: describe an organic reaction: reactants, conditions, products, and yield. Dataset: the Open Reaction Database (ORD), a public repository of structured organic reaction records The reactants are C(C1=CC=CC=C1)OC=1C=C(C(=O)O)C=C(C1C1=CC=CC=C1)[N+](=O)[O-] (3-benzyloxy-5-nitro-4-phenylbenzoic acid), [N+](=O)([O-])C=1C(=C(C=C(C(=O)O)C1)OCC#C)C1=CC=CC=C1 (5-nitro-4-phenyl-3-propargyloxybenzoic acid). The product is NC=1C(=C(C=C(C(=O)O)C1)OCC#C)C1=CC=CC=C1 (5-amino-4-phenyl-3-propargyloxybenzoic acid). Reaction SMILES: [CH2:1]([O:8][C:9]1[CH:10]=[C:11]([CH:15]=[C:16]([N+:24]([O-])=O)[C:17]=1[C:18]1[CH:23]=[CH:22][CH:21]=[CH:20][CH:19]=1)[C:12]([OH:14])=[O:13])[C:2]1C=CC=C[CH:3]=1.[N+](C1C(C2C=CC=CC=2)=C(OCC#C)C=C(C=1)C(O)=O)([O-])=O>>[NH2:24][C:16]1[C:17]([C:18]2[CH:23]=[CH:22][CH:21]=[CH:20][CH:19]=2)=[C:9]([O:8][CH2:1][C:2]#[CH:3])[CH:10]=[C:11]([CH:15]=1)[C:12]([OH:14])=[O:13]. Procedure details: By replacing in Example 2, step D, 3-benzyloxy-5-nitro-4-phenylbenzoic acid with 5-nitro-4-phenyl-3-propargyloxybenzoic acid, and following the procedure described, 5-amino-4-phenyl-3-propargyloxybenzoic acid is obtained with a melting point of 172°-173° C. Reactants: ClC1=C(C(=NC(=C1)C)OC1=C(C=C(C=C1C)C)C)CO (4-chloro-6-methyl-2-(2,4,6-trimethyl-phenoxy)-pyridin-3-yl-methanol), [Cr](=O)(=O)([O-])Cl.[NH+]1=CC=CC=C1 (pyridinium chlorochromate). The solvent is C(Cl)Cl (methylene chloride). The product is ClC1=C(C(=NC(=C1)C)OC1=C(C=C(C=C1C)C)C)C=O (4-Chloro-6-methyl-2-(2,4,6-trimethyl-phenoxy)-pyridine-3-carbaldehyde). As a reaction SMILES: [Cl:1][C:2]1[CH:7]=[C:6]([CH3:8])[N:5]=[C:4]([O:9][C:10]2[C:15]([CH3:16])=[CH:14][C:13]([CH3:17])=[CH:12][C:11]=2[CH3:18])[C:3]=1[CH2:19][OH:20].[Cr](Cl)([O-])(=O)=O.[NH+]1C=CC=CC=1>C(Cl)Cl>[Cl:1][C:2]1[CH:7]=[C:6]([CH3:8])[N:5]=[C:4]([O:9][C:10]2[C:11]([CH3:18])=[CH:12][C:13]([CH3:17])=[CH:14][C:15]=2[CH3:16])[C:3]=1[CH:19]=[O:20] |f:1.2|. Procedure details: The title compound was prepared by oxidation of 4-chloro-6-methyl-2-(2,4,6-trimethyl-phenoxy)-pyridin-3-yl-methanol with pyridinium chlorochromate in methylene chloride at room temperature. The desired product was isolated after column chromatography to give a green solid (80% yield). 1H NMR(CDCl3) d 10.66(s,1H), 6.91(s,3H), 2.31(s,3H), 2.07(s,3H) ppm. Product: ClC=1C=C2N=CC(=NC2=CC1)OC1=CC=C(OC(C(=O)OCC=2SC=CC2)C)C=C1 (2-thiophenylmethyl 2-[4-(6-chloro-2-quinoxalinyloxy)phenoxyl]propanoate). RXN SMILES: [OH:1][C:2]1[CH:19]=[CH:18][C:5]([O:6][C:7]2[CH:16]=[N:15][C:14]3[C:9](=[CH:10][CH:11]=[C:12]([Cl:17])[CH:13]=3)[N:8]=2)=[CH:4][CH:3]=1.Br[CH:21]([CH3:31])[C:22]([O:24][CH2:25][C:26]1[S:27][CH:28]=[CH:29][CH:30]=1)=[O:23].C(=O)([O-])[O-].[K+].[K+]>C(#N)C>[Cl:17][C:12]1[CH:13]=[C:14]2[C:9](=[CH:10][CH:11]=1)[N:8]=[C:7]([O:6][C:5]1[CH:18]=[CH:19][C:2]([O:1][CH:21]([CH3:31])[C:22]([O:24][CH2:25][C:26]3[S:27][CH:28]=[CH:29][CH:30]=3)=[O:23])=[CH:3][CH:4]=1)[CH:16]=[N:15]2 |f:2.3.4|. Run in C(C)#N (acetonitrile). Procedure: To a 250 milliliter roundbottom flask equipped with stir bar, reflux condenser, connecting tube, and nitrogen atmosphere were added 4.3781 grams (0.0161 moles) of 2-(4-hydroxyphenoxy)-6-chloroquinoxaline, 4.000 grams (0.0161 moles) of 2-thiophenylmethyl 2-bromopropanoate, 4.4377 grams (0.0321 moles) of anhydrous potassium carbonate, and 100 milliters of acetonitrile. Starting materials: OC1=CC=C(OC2=NC3=CC=C(C=C3N=C2)Cl)C=C1 (2-(4-hydroxyphenoxy)-6-chloroquinoxaline), BrC(C(=O)OCC=1SC=CC1)C (2-thiophenylmethyl 2-bromopropanoate), C([O-])([O-])=O.[K+].[K+] (potassium carbonate). Starting materials: CC#N (CH3CN), ClC1=CC=C(CN2C(NN=C(C2=O)Br)=O)C=C1 (4-(4-chlorobenzyl)-6-bromo-1,2,4-triazine-3,5(2H,4H)-dione), ClC1=CC=C(CN2C(NN=C(C2=O)Br)=O)C=C1 (4-(4-chlorobenzyl)-6-bromo-1,2,4-triazine-3,5(2H,4H)-dione), C(C)(=O)NC=1C=C(C=CC1)B(O)O (3-acetamidophenylboronic acid), N1=CC=CC=C1 (pyridine). Reagents/catalysts: C(C)(=O)[O-].[Cu+2].C(C)(=O)[O-] (copper(II) acetate). Solvent: CN(C)C=O (DMF). Conditions: temperature 60 celsius, time 8 hour. The product is ClC1=CC=C(CN2C(N(N=C(C2=O)Br)C=2C=C(C=CC2)NC(C)=O)=O)C=C1 (N-(3-(4-(4-chlorobenzyl)-6-bromo-3,5-dioxo-4,5-dihydro-1,2,4-triazin-2(3H)-yl)phenyl)acetamide). Yield: 61.6%. Reaction SMILES: [Cl:1][C:2]1[CH:17]=[CH:16][C:5]([CH2:6][N:7]2[C:12](=[O:13])[C:11]([Br:14])=[N:10][NH:9][C:8]2=[O:15])=[CH:4][CH:3]=1.[C:18]([NH:21][C:22]1[CH:23]=[C:24](B(O)O)[CH:25]=[CH:26][CH:27]=1)(=[O:20])[CH3:19].N1C=CC=CC=1.CC#N>CN(C=O)C.C([O-])(=O)C.[Cu+2].C([O-])(=O)C>[Cl:1][C:2]1[CH:17]=[CH:16][C:5]([CH2:6][N:7]2[C:12](=[O:13])[C:11]([Br:14])=[N:10][N:9]([C:26]3[CH:27]=[C:22]([NH:21][C:18](=[O:20])[CH3:19])[CH:23]=[CH:24][CH:25]=3)[C:8]2=[O:15])=[CH:4][CH:3]=1 |f:5.6.7|. Procedure: According to Scheme 2 Step 3: To a stirred solution of 4-(4-chlorobenzyl)-6-bromo-1,2,4-triazine-3,5(2H,4H)-dione (0.400 g) and 2(B) (411 mg, 1.3 mmol) in DMF (5 mL) were successively added of the 3-acetamidophenylboronic acid (0.34 g, 1.9 mmol), copper(II) acetate (0.23 g, 1.3 mmol) and 0.20 g of pyridine (2.5 mmol). The mixture was stirred overnight at 60° C. The reaction mixture was quenched with a saturated sodium bicarbonate solution and extracted with ethyl acetate (×3). The combined organ...